From a dataset of the Open Reaction Database (ORD), a public repository of structured organic reaction records. describe an organic reaction: reactants, conditions, products, and yield Starting materials: COC(C(C)(N1C=NC(=C1)[N+](=O)[O-])C)=O (2-Methyl-2-(4-nitro-imidazol-1-yl)-propionic acid methyl ester), CI (methyl iodide), [H-].[Na+] (sodium hydride), [BH4-].[Na+] (sodium borohydride), alcohol. Solvent: CO (methanol). Yields the product COCC(C)(C)N1C=NC(=C1)[N+](=O)[O-] (1-(2-Methoxy-1,1-dimethyl-ethyl)-4-nitro-1H-imidazole). As a reaction SMILES: [CH3:1][O:2][C:3](=O)[C:4]([CH3:14])([N:6]1[CH:10]=[C:9]([N+:11]([O-:13])=[O:12])[N:8]=[CH:7]1)[CH3:5].[BH4-].[Na+].CI.[H-].[Na+]>CO>[CH3:1][O:2][CH2:3][C:4]([N:6]1[CH:10]=[C:9]([N+:11]([O-:13])=[O:12])[N:8]=[CH:7]1)([CH3:14])[CH3:5] |f:1.2,4.5|. Procedure: 2-Methyl-2-(4-nitro-imidazol-1-yl)-propionic acid methyl ester was reduced using sodium borohydride in methanol and the resultant alcohol was alkylated with methyl iodide using sodium hydride as base to provide the title compound: H1 NMR (400 MHz, CDCl3) 1.53 (s, 6H), 3.25 (s, 3H), 3.38 (s, 2H), 7.53 (s, 1H), 7.88 (s, 1H). Reactants: O=C([O-])[O-], CC#N, [Cs+], [Cs+], COc1cc([N+](=O)[O-])ccc1F, OCc1c[nH]cn1. Yields the product COc1cc([N+](=O)[O-])ccc1-n1cnc(CO)c1. As a reaction SMILES: [C:20](=[O:21])([O-:22])[O-:23].[CH3:26][C:27]#[N:28].[Cs+:24].[Cs+:25].[F:1][c:2]1[c:3]([O:11][CH3:12])[cH:4][c:5]([N+:8](=[O:9])[O-:10])[cH:6][cH:7]1.[nH:13]1[cH:14][n:15][c:16]([CH2:18][OH:19])[cH:17]1>>[c:2]1(-[n:13]2[cH:14][n:15][c:16]([CH2:18][OH:19])[cH:17]2)[c:3]([O:11][CH3:12])[cH:4][c:5]([N+:8](=[O:9])[O-:10])[cH:6][cH:7]1.